From a dataset of the Open Reaction Database (ORD), a public repository of structured organic reaction records. describe an organic reaction: reactants, conditions, products, and yield The reactants are CC(=O)c1cc(OCc2ccccc2)cc2[nH]c(=O)ccc12, CC(=O)O, CC(Cl)Cl, [Na+], [Na+], [Na+], [Na+], O=C([O-])[O-], O, O=S([O-])[O-]. Product: O=C(CCl)c1cc(OCc2ccccc2)cc2[nH]c(=O)ccc12. Reaction SMILES: [C:1]([CH3:2])(=[O:3])[c:4]1[c:5]2[cH:6][cH:7][c:8](=[O:22])[nH:9][c:10]2[cH:11][c:12]([O:14][CH2:15][c:16]2[cH:17][cH:18][cH:19][cH:20][cH:21]2)[cH:13]1.[CH3:39][C:40](=[O:41])[OH:42].[Cl:23][CH:24]([Cl:25])[CH3:26].[Na+:27].[Na+:28].[Na+:37].[Na+:38].[O-:29][C:30](=[O:31])[O-:32].[OH2:43].[S:33]([O-:34])([O-:35])=[O:36]>>[C:1]([CH2:2][Cl:23])(=[O:3])[c:4]1[c:5]2[cH:6][cH:7][c:8](=[O:22])[nH:9][c:10]2[cH:11][c:12]([O:14][CH2:15][c:16]2[cH:17][cH:18][cH:19][cH:20][cH:21]2)[cH:13]1. Reactants: CC1=CC2=C(C=C1)NC3=CC4=C(C=C3C2=O)NC5=C(C4=O)C=C(C=C5)C (C.I. pigment red 122), zirconia, ( g ), N (ammonia). Solvent: O (water), O (water). Reaction conditions: time 7 hour. Yields the product C1=CC=C2C(=C1)C(=O)C3=CC4=C(C=C3N2)C(=O)C5=CC=CC=C5N4 (Quinacridone). Reaction SMILES: C[C:2]1[CH:7]=[CH:6][C:5]2[NH:8][C:9]3[C:14]([C:15](=[O:16])[C:4]=2[CH:3]=1)=[CH:13][C:12]1[NH:17][C:18]2[CH:25]=[CH:24][C:23](C)=[CH:22][C:19]=2[C:20](=[O:21])[C:11]=1[CH:10]=3.N>O>[CH:23]1[CH:22]=[C:19]2[C:20]([C:11]3[C:12]([NH:17][C:18]2=[CH:25][CH:24]=1)=[CH:13][C:14]1[C:15]([C:4]2[C:5]([NH:8][C:9]=1[CH:10]=3)=[CH:6][CH:7]=[CH:2][CH:3]=2)=[O:16])=[O:21]. Reported procedure: 20 g of C.I. pigment red 122 having an average primary particle diameter of 90 nm (in which the content of metal ions having a valence of at least 2 was 380 ppm), 55 g of the above aqueous dispersion of the pigment derivative (g) and 60 g of deionized water were mixed, aqueous ammonia was added so as to adjust the pH of a mixture liquid to 9.0, and the mixture liquid was dispersed with a paint shaker in the presence of zirconia beads as media for approximately 7 hours, to obtain a water-based pi... Starting materials: ethyl ester, ClC1=CC=C2C(=CC=NC2=C1)C1=C(NC2=CC=C(C=C12)C)C (7-chloro-4-(2,5-dimethyl-1H-indol-3-yl)quinoline), [H-].[Na+] (NaH), BrCC(=O)OCC (ethyl bromoacetate), Cl (HCl). Run in CCO (EtOH), [OH-].[Na+] (NaOH), C1CCOC1 (THF). Reaction conditions: time 40 minute. The product is ClC1=NC2=CC=CC=C2C(=C1)C1=C(N(C2=CC=C(C=C12)C)CC(=O)O)C (3-(2-chloro-4-quinolinyl)-2,5-dimethyl-1H-indole-1-acetic acid). RXN SMILES: Cl[C:2]1[CH:11]=[C:10]2[C:5]([C:6]([C:12]3[C:20]4[C:15](=[CH:16][CH:17]=[C:18]([CH3:21])[CH:19]=4)[NH:14][C:13]=3[CH3:22])=[CH:7][CH:8]=[N:9]2)=[CH:4][CH:3]=1.[H-].[Na+].Br[CH2:26][C:27]([O:29]CC)=[O:28].[ClH:32]>C1COCC1.CCO.[OH-].[Na+]>[Cl:32][C:8]1[CH:7]=[C:6]([C:12]2[C:20]3[C:15](=[CH:16][CH:17]=[C:18]([CH3:21])[CH:19]=3)[N:14]([CH2:26][C:27]([OH:29])=[O:28])[C:13]=2[CH3:22])[C:5]2[C:10](=[CH:11][CH:2]=[CH:3][CH:4]=2)[N:9]=1 |f:1.2,7.8|. Procedure details: 7-chloro-4-(2,5-dimethyl-1H-indol-3-yl)quinoline (370 mg) was dissolved in dry THF (8 ml), and maintained under a nitrogen atmosphere. The reaction was cooled to −5° C. before slowly adding NaH (53 mg, 60% dispersion in mineral oil) portion-wise. Allowed the mixture to warm to RT and stirred for 40 minutes. The mixture was cooled to 0° C. before adding ethyl bromoacetate (0.147 ml) dropwise. After stirring for 1 hour at 15° C., the reaction was diluted with EtOH (5 ml) and 10% aqueous NaOH solut... Starting materials: CC(C)(C)C(=O)Nc1cccc(F)c1CO, ClCCl, O=[Cr](=O)([O-])Cl, c1cc[nH+]cc1. Yields the product CC(C)(C)C(=O)Nc1cccc(F)c1C=O. As a reaction SMILES: [C:12]([C:13]([CH3:14])([CH3:15])[CH3:16])(=[O:17])[NH:18][c:19]1[c:20]([CH2:26][OH:27])[c:21]([F:25])[cH:22][cH:23][cH:24]1.[Cl:28][CH2:29][Cl:30].[O:1]=[Cr:2]([Cl:3])([O-:4])=[O:5].[nH+:6]1[cH:7][cH:8][cH:9][cH:10][cH:11]1>>[C:12]([C:13]([CH3:14])([CH3:15])[CH3:16])(=[O:17])[NH:18][c:19]1[c:20]([CH:26]=[O:27])[c:21]([F:25])[cH:22][cH:23][cH:24]1.